Dataset: the Open Reaction Database (ORD), a public repository of structured organic reaction records. Task: describe an organic reaction: reactants, conditions, products, and yield The reactants are N1CCOCC1 (Morpholine), ClC=1C=C2C=C(NC2=CC1)C(=O)NCC(=O)O ([(5-chloro-1H-indole-2-carbonyl)-amino]-acetic acid), ( 60/40 ). Run in CCOCC (ether). The product is N1(CCOCC1)C(CNC(=O)C=1NC2=CC=C(C=C2C1)Cl)=O (5-Chloro-1H-indole-2-carboxylic acid (2-morpholin-4-yl-2-oxo-ethyl)-amide). RXN SMILES: [NH:1]1[CH2:6][CH2:5][O:4][CH2:3][CH2:2]1.[Cl:7][C:8]1[CH:9]=[C:10]2[C:14](=[CH:15][CH:16]=1)[NH:13][C:12]([C:17]([NH:19][CH2:20][C:21](O)=[O:22])=[O:18])=[CH:11]2>CCOCC>[N:1]1([C:21](=[O:22])[CH2:20][NH:19][C:17]([C:12]2[NH:13][C:14]3[C:10]([CH:11]=2)=[CH:9][C:8]([Cl:7])=[CH:16][CH:15]=3)=[O:18])[CH2:6][CH2:5][O:4][CH2:3][CH2:2]1. Procedure details: Morpholine (1.0 mmol) and [(5-chloro-1H-indole-2-carbonyl)-amino]-acetic acid (1.0 mmol) were coupled according to Procedure A. The resulting solid was suspended in ether, filtered and dried to give a beige solid: Yield, 264 mg, 71%; HPLC (60/40) 3.28 minutes (100%); TSPMS 322/324 (MH+, 100%); Reactants: COC(=O)CBr, O=C([O-])[O-], CC(C)=O, Cc1c(C(F)(F)F)noc1O, [K+], [K+], O. The product is COC(=O)COc1onc(C(F)(F)F)c1C. RXN SMILES: [Br:22][CH2:23][C:24](=[O:25])[O:26][CH3:27].[C:16](=[O:17])([O-:18])[O-:19].[CH3:12][C:13](=[O:14])[CH3:15].[F:1][C:2]([c:3]1[n:4][o:5][c:6]([OH:9])[c:7]1[CH3:8])([F:10])[F:11].[K+:20].[K+:21].[OH2:28]>>[F:1][C:2]([c:3]1[n:4][o:5][c:6]([O:9][CH2:23][C:24](=[O:25])[O:26][CH3:27])[c:7]1[CH3:8])([F:10])[F:11]. The reactants are FC(C(C(C(=O)C=1C(=C2CCCN2C1C)C1=CC=CC=C1)(F)F)(F)F)(F)F (1,1,1,2,2,3,3-heptafluoro-4-(3-methyl-1-phenyl-6,7-dihydro-5H-pyrrolizin-2-yl)-butan-4-one), [BH3-]C#N.[Na+] (NaCNBH3), compound, [BH3-]C#N.[Na+] (NaCNBH3), starting material. Reagents/catalysts: [Zn+2].[I-].[I-] (ZnI2), [Zn+2].[I-].[I-] (ZnI2). Run in ClC(C)Cl (dichloroethane). Run at time 2 day. Product: FC(C(C(CC=1C(=C2CCCN2C1C)C1=CC=CC=C1)(F)F)(F)F)(F)F (2-(1,1,1,2,2,3,3-Heptafluoro-4-butyl)-3-methyl-1-phenyl-6,7-dihydro-5H-pyrrolizine). Reaction SMILES: [F:1][C:2]([F:27])([F:26])[C:3]([F:25])([F:24])[C:4]([F:23])([F:22])[C:5]([C:7]1[C:8]([C:16]2[CH:21]=[CH:20][CH:19]=[CH:18][CH:17]=2)=[C:9]2[N:13]([C:14]=1[CH3:15])[CH2:12][CH2:11][CH2:10]2)=O.[BH3-]C#N.[Na+]>ClC(Cl)C.[Zn+2].[I-].[I-]>[F:27][C:2]([F:1])([F:26])[C:3]([F:24])([F:25])[C:4]([F:23])([F:22])[CH2:5][C:7]1[C:8]([C:16]2[CH:17]=[CH:18][CH:19]=[CH:20][CH:21]=2)=[C:9]2[N:13]([C:14]=1[CH3:15])[CH2:12][CH2:11][CH2:10]2 |f:1.2,4.5.6|. Procedure details: The solution of 1,1,1,2,2,3,3-heptafluoro-4-(3-methyl-1-phenyl-6,7-dihydro-5H-pyrrolizin-2-yl)-butan-4-one (0.62 g, 1.6 mmol) in dichloroethane (20 ml) is treated successively with NaCNBH3 (0.42 g, 6.4 mmol) and ZnI2 (0.71 g, 2.24 mmol) and refluxed for 4 days (d). After 2 days, NaCNBH3 (0.42 g, 6.4 mmol) and ZnI2 (0.71 g, 2.24 mmol) are again added. The reaction is observed by means of GC-MS. After 2 days, 40% of the compound employed is reacted, and after 4 days 89%, in addition to a further 1... Reactants: C1C(CCCCCCCCCCCC)O1 (1-tetradecene oxide), NCCCCCCN (hexamethylenediamine). Solvent: C(C)O (ethanol). Procedure details: In a manner similar to that of Example 1, condensation of 1-tetradecene oxide (91.8 g.) and hexamethylenediamine (25 g.) and recrystallization of the resulting product (71 g., m.p. 118°-121° C.) from ethanol gave N,N'-(1,6-hexylene)-bis[2-hydroxytetradecylamine] (I: R = CH3 (CH2)11, R' = H, X = (CH2)6, Z = H) (55.3 g., m.p. 122°-126° C.). RXN SMILES: [CH2:1]1[O:15][CH:2]1[CH2:3][CH2:4][CH2:5][CH2:6][CH2:7][CH2:8][CH2:9][CH2:10][CH2:11][CH2:12][CH2:13][CH3:14].[NH2:16][CH2:17][CH2:18][CH2:19][CH2:20][CH2:21][CH2:22][NH2:23]>C(O)C>[CH2:22]([NH:23][CH2:1][CH:2]([OH:15])[CH2:3][CH2:4][CH2:5][CH2:6][CH2:7][CH2:8][CH2:9][CH2:10][CH2:11][CH2:12][CH2:13][CH3:14])[CH2:21][CH2:20][CH2:19][CH2:18][CH2:17][NH:16][CH2:1][CH:2]([OH:15])[CH2:3][CH2:4][CH2:5][CH2:6][CH2:7][CH2:8][CH2:9][CH2:10][CH2:11][CH2:12][CH2:13][CH3:14]. The product is C(CCCCCNCC(CCCCCCCCCCCC)O)NCC(CCCCCCCCCCCC)O (N,N'-(1,6-hexylene)-bis[2-hydroxytetradecylamine]). The reactants are C(C)(=O)OCC=1CS[C@H]2N(C1C(=O)O)C([C@H]2NC=O)=O ((6R,7R)-3-acetoxymethyl-7-formamidoceph-3-em-4-carboxylic acid), C1(=CC=CC=C1)C(=[N+]=[N-])C1=CC=CC=C1 (diphenyldiazomethane). Solvent: CCOCC (ether), O1CCCC1 (tetrahydrofuran). Product: C(C)(=O)OCC=1CS[C@H]2N(C1C(=O)OC(C1=CC=CC=C1)C1=CC=CC=C1)C([C@H]2NC=O)=O (Diphenylmethyl (6R,7R)-3-Acetoxymethyl-7-formamido-ceph-3-em-4-carboxylate). Yield: 40.0%. Reaction SMILES: [C:1]([O:4][CH2:5][C:6]1[CH2:7][S:8][C@@H:9]2[C@H:16]([NH:17][CH:18]=[O:19])[C:15](=[O:20])[N:10]2[C:11]=1[C:12]([OH:14])=[O:13])(=[O:3])[CH3:2].[C:21]1([C:27]([C:30]2[CH:35]=[CH:34][CH:33]=[CH:32][CH:31]=2)=[N+]=[N-])[CH:26]=[CH:25][CH:24]=[CH:23][CH:22]=1>O1CCCC1.CCOCC>[C:1]([O:4][CH2:5][C:6]1[CH2:7][S:8][C@@H:9]2[C@H:16]([NH:17][CH:18]=[O:19])[C:15](=[O:20])[N:10]2[C:11]=1[C:12]([O:14][CH:27]([C:21]1[CH:26]=[CH:25][CH:24]=[CH:23][CH:22]=1)[C:30]1[CH:35]=[CH:34][CH:33]=[CH:32][CH:31]=1)=[O:13])(=[O:3])[CH3:2]. Procedure: A solution of (6R,7R)-3-acetoxymethyl-7-formamidoceph-3-em-4-carboxylic acid (6.20g, 20mmole) in dry tetrahydrofuran (150ml) was stirred with a solution of diphenyldiazomethane (20mmole; prepared in ether solution, then evaporated) in dry tetrahydrofuran (20ml) at +20 to +25° for 16 hrs. The solvent was evaporated and the solution of the residue in methylene chloride (150ml) was washed successively with 2N-hydrochloric acid 3%-aqueous sodium bicarbonate solution. The solution was dried and [leav...